This data is from the Open Reaction Database (ORD), a public repository of structured organic reaction records. The task is: describe an organic reaction: reactants, conditions, products, and yield The reactants are [Br-], CCC[Mg+], COc1cccc(C=O)c1, [Cl-], [NH4+], C1CCOC1. The product is CCCC(O)c1cccc(OC)c1. As a reaction SMILES: [Br-:11].[CH2:12]([CH2:13][CH3:14])[Mg+:15].[CH3:1][O:2][c:3]1[cH:4][c:5]([CH:6]=[O:7])[cH:8][cH:9][cH:10]1.[Cl-:16].[NH4+:17].[O:18]1[CH2:19][CH2:20][CH2:21][CH2:22]1>>[CH3:1][O:2][c:3]1[cH:4][c:5]([CH:6]([OH:7])[CH2:12][CH2:13][CH3:14])[cH:8][cH:9][cH:10]1. RXN SMILES: C[O:2][C:3]([C:5]12[CH2:23][CH:22]1[CH2:21][CH2:20][CH2:19][CH2:18][CH2:17][CH2:16][CH2:15][CH:14]([NH:24][C:25]([O:27][C:28]([CH3:31])([CH3:30])[CH3:29])=[O:26])[C:13](=[O:32])[N:12]1[CH:8]([CH2:9][CH:10]([O:33][C:34]([N:36]3[CH2:44][C:43]4[C:38](=[CH:39][CH:40]=[CH:41][C:42]=4[F:45])[CH2:37]3)=[O:35])[CH2:11]1)[C:7](=[O:46])[NH:6]2)=[O:4].C1COCC1.CO.[OH-].[Li+]>CCOC(C)=O.O>[C:28]([O:27][C:25]([NH:24][CH:14]1[C:13](=[O:32])[N:12]2[CH:8]([CH2:9][CH:10]([O:33][C:34]([N:36]3[CH2:44][C:43]4[C:38](=[CH:39][CH:40]=[CH:41][C:42]=4[F:45])[CH2:37]3)=[O:35])[CH2:11]2)[C:7](=[O:46])[NH:6][C:5]2([C:3]([OH:4])=[O:2])[CH:22]([CH2:23]2)[CH2:21][CH2:20][CH2:19][CH2:18][CH2:17][CH2:16][CH2:15]1)=[O:26])([CH3:31])([CH3:29])[CH3:30] |f:3.4|. Reported procedure: To 14-tert-butoxycarbonylamino-18-(4-fluoro-1,3-dihydro-isoindole-2-carbonyloxy)-2,15-dioxo-3,16-diaza-tricyclo[14.3.0.04,6]nonadecane-4-carboxylic acid methyl ester (319 mg, 0.49 mmol) in a 1:1:1 mixture of THF:MeOH:H2O (6 mL) was added lithium hydroxide (104 mg, 2.47 mmol). The resulting slurry was stirred at room temperature overnight then diluted with EtOAc and washed with 1N HCl and brine. The resulting organic layer was dried over sodium sulfate and concentrated to provide the crude 14-ter... Product: C(C)(C)(C)OC(=O)NC1CCCCCCCC2CC2(NC(C2CC(CN2C1=O)OC(=O)N1CC2=CC=CC(=C2C1)F)=O)C(=O)O (14-tert-butoxycarbonylamino-18-(4-fluoro-1,3-dihydro-isoindole-2-carbonyloxy)-2,15-dioxo-3,16-diaza-tricyclo[14.3.0.04,6]nonadecane-4-carboxylic acid). Conditions: time 8 hour. Isolated yield 97.1%. Starting materials: COC(=O)C12NC(C3CC(CN3C(C(CCCCCCCC2C1)NC(=O)OC(C)(C)C)=O)OC(=O)N1CC2=CC=CC(=C2C1)F)=O (14-tert-butoxycarbonylamino-18-(4-fluoro-1,3-dihydro-isoindole-2-carbonyloxy)-2,15-dioxo-3,16-diaza-tricyclo[14.3.0.04,6]nonadecane-4-carboxylic acid methyl ester), C1CCOC1 (THF), CO (MeOH), [OH-].[Li+] (lithium hydroxide). Run in CCOC(=O)C (EtOAc), O (H2O). Starting materials: OCCC1=CC=C(C=C1)NC1=C(C(=NC(=N1)C)C(C(=O)OCC)C(=O)OCC)[N+](=O)[O-] (diethyl 2-(6-{[4-(2-Hydroxyethyl)phenyl]amino}-2-methyl-5-nitro-4-pyrimidinyl)propanedioate). Solvent: Cl (HCl). Yields the product CC1=NC(=C(C(=N1)NC1=CC=C(C=C1)CCO)[N+](=O)[O-])C (2-{4-[(2,6-dimethyl-5-nitro-4-pyrimidinyl)amino]phenyl}ethanol). Isolated yield 71.2%. RXN SMILES: [OH:1][CH2:2][CH2:3][C:4]1[CH:9]=[CH:8][C:7]([NH:10][C:11]2[N:16]=[C:15]([CH3:17])[N:14]=[C:13]([CH:18](C(OCC)=O)C(OCC)=O)[C:12]=2[N+:29]([O-:31])=[O:30])=[CH:6][CH:5]=1>Cl>[CH3:17][C:15]1[N:16]=[C:11]([NH:10][C:7]2[CH:6]=[CH:5][C:4]([CH2:3][CH2:2][OH:1])=[CH:9][CH:8]=2)[C:12]([N+:29]([O-:31])=[O:30])=[C:13]([CH3:18])[N:14]=1. Procedure details: A mixture of diethyl 2-(6-{[4-(2-hydroxyethyl)phenyl]amino}-2-methyl-5-nitro-4-pyrimidinyl)propanedioate (step 2, 2.0 g, 6.48 mmol) in 2N aqueous HCl (15 ml) was heated at reflux temperature for 5 h. After cooling, the reaction was quenched with saturated NaHCO3 aqueous solution (100 ml), and the whole was extracted with ethyl acetate (100 ml×3). The organic layer was washed with brine (50 ml), dried (MgSO4), and concentrated. Purification by flash column chromatography eluting with hexane/ethyl... Starting materials: Clc1ncc(Br)cn1, [H-], [Na+], CN(C)C=O, OCCN1CCCC1. The product is Brc1cnc(OCCN2CCCC2)nc1. As a reaction SMILES: [Br:9][c:10]1[cH:11][n:12][c:13]([Cl:16])[n:14][cH:15]1.[H-:17].[Na+:18].[O:19]=[CH:20][N:21]([CH3:22])[CH3:23].[OH:1][CH2:2][CH2:3][N:4]1[CH2:5][CH2:6][CH2:7][CH2:8]1>>[O:1]([CH2:2][CH2:3][N:4]1[CH2:5][CH2:6][CH2:7][CH2:8]1)[c:13]1[n:12][cH:11][c:10]([Br:9])[cH:15][n:14]1. Reactants: C1(=CC=CC=C1)C1=NC=CC2=C(C=CC=C12)C#N (1-Phenyl-5-cyanoisoquinoline), C(C1=CC=CC=C1)(=O)OC(C)(C)C1=NC=CC2=CC=CC=C12 (1-(1-benzoyloxy-1-methylethyl)isoquinoline). Yields the product C(C)C1=NC=CC=2C(=CC=CC12)CC#N (1-ethylisoquinoline-5-acetonitrile). As a reaction SMILES: [C:1]1([C:7]2[C:16]3[C:11](=[C:12]([C:17]#N)[CH:13]=[CH:14][CH:15]=3)[CH:10]=[CH:9][N:8]=2)[CH:6]=CC=CC=1.C(OC([C:31]1C2C(=CC=CC=2)C=C[N:32]=1)(C)C)(=O)C1C=CC=CC=1>>[CH2:1]([C:7]1[C:16]2[CH:15]=[CH:14][CH:13]=[C:12]([CH2:17][C:31]#[N:32])[C:11]=2[CH:10]=[CH:9][N:8]=1)[CH3:6]. Reported procedure: 1-Ethylisoquinoline and N-hydroxymethyl dichloroacetamide were reacted in the same way as in step (b) of Example 18 to afford 1-ethyl-5-dichloroacetylaminomethylisoquinoline. The product was reacted successively in the same way as in steps (c), (d), (e) and (f) of Example 18 to afford 1-ethylisoquinoline-5-acetonitrile. The product was treated in the same way as in Example 3 to afford 1-ethylisoquinoline-5-acetic acid having a melting point of 166.2° to 180.8° C. The reactants are OC1=CC=C(C=C1)CCCN1C=NC=C1 (1-[3-(4-hydroxyphenyl)propyl]imidazole), ClCC=1N=C(OC1)CCC(=O)OCC (ethyl 4-chloromethyl-2-oxazole-propionate). The product is N1(C=NC=C1)CCCC1=CC=C(OCC=2N=C(OC2)CCC(=O)OCC)C=C1 (ethyl 4-[4-[3-(1-imidazolyl)propyl]phenoxymethyl]-2-oxazolepropionate). Yield: 70.0%. As a reaction SMILES: [OH:1][C:2]1[CH:7]=[CH:6][C:5]([CH2:8][CH2:9][CH2:10][N:11]2[CH:15]=[CH:14][N:13]=[CH:12]2)=[CH:4][CH:3]=1.Cl[CH2:17][C:18]1[N:19]=[C:20]([CH2:23][CH2:24][C:25]([O:27][CH2:28][CH3:29])=[O:26])[O:21][CH:22]=1>>[N:11]1([CH2:10][CH2:9][CH2:8][C:5]2[CH:6]=[CH:7][C:2]([O:1][CH2:17][C:18]3[N:19]=[C:20]([CH2:23][CH2:24][C:25]([O:27][CH2:28][CH3:29])=[O:26])[O:21][CH:22]=3)=[CH:3][CH:4]=2)[CH:15]=[CH:14][N:13]=[CH:12]1. Procedure: In substantially the same manner as in Working Example 47, 1-[3-(4-hydroxyphenyl)propyl]imidazole was allowed to react with ethyl 4-chloromethyl-2-oxazole-propionate to give ethyl 4-[4-[3-(1-imidazolyl)propyl]phenoxymethyl]-2-oxazolepropionate as an oily product. The yield was 70%.